Dataset: the Open Reaction Database (ORD), a public repository of structured organic reaction records. Task: describe an organic reaction: reactants, conditions, products, and yield The reactants are ice water, C(C1=CC=CC=C1)OC1=CC=C(OCC(O)C2N(CCC2)C([C@H]2N(CCC2)C(CCC2=CC=CC=C2)=O)=O)C=C1 (2-(2-[4-(benzyloxy)phenoxy]-1-hydroxyethyl}-1-[N-(3-phenylpropionyl)-L-prolyl]pyrrolidine), N1=CC=CC=C1 (pyridine), FC(C(=O)O)(F)F (trifluoroacetic acid), C1CCC(CC1)N=C=NC2CCCCC2 (DCC). Solvent: CS(=O)C (DMSO). Conditions: time 4 hour. Product: OC1=CC=C(OCC(=O)[C@H]2N(CCC2)C([C@H]2N(CCC2)C(CCC2=CC=CC=C2)=O)=O)C=C1 ((2S)-2-(4-Hydroxyphenoxyacetyl)-l-[N-(3-phenylpropionyl)-L-prolyl]pyrrolidine). Isolated yield 96.5%. Reaction SMILES: C([O:8][C:9]1[CH:40]=[CH:39][C:12]([O:13][CH2:14][CH:15]([CH:17]2[CH2:21][CH2:20][CH2:19][N:18]2[C:22](=[O:38])[C@@H:23]2[CH2:27][CH2:26][CH2:25][N:24]2[C:28](=[O:37])[CH2:29][CH2:30][C:31]2[CH:36]=[CH:35][CH:34]=[CH:33][CH:32]=2)[OH:16])=[CH:11][CH:10]=1)C1C=CC=CC=1.N1C=CC=CC=1.FC(F)(F)C(O)=O.C1CCC(N=C=NC2CCCCC2)CC1>CS(C)=O>[OH:8][C:9]1[CH:10]=[CH:11][C:12]([O:13][CH2:14][C:15]([C@@H:17]2[CH2:21][CH2:20][CH2:19][N:18]2[C:22](=[O:38])[C@@H:23]2[CH2:27][CH2:26][CH2:25][N:24]2[C:28](=[O:37])[CH2:29][CH2:30][C:31]2[CH:32]=[CH:33][CH:34]=[CH:35][CH:36]=2)=[O:16])=[CH:39][CH:40]=1. Procedure: To a solution of (2S)-2-{2-(2-[4-(benzyloxy)phenoxy]-1-hydroxyethyl}-1-[N-(3-phenylpropionyl)-L-prolyl]pyrrolidine (1.81 g) in DMSO (30 ml) were added pyridine (0.3 ml), trifluoroacetic acid (0.15 ml) and DCC (1.2 g), and the mixture was stirred at room temperature for 4 hours. The reaction mixture was poured into ice-water and extracted with ethyl acetate. The extract was washed with 1N hydrochloric acid, saturated aqueous solution of sodium bicarbonate and saturated brine, dried over anhydrous... Starting materials: NC1=NC=NC(=C1N)N (4,5,6-triaminopyrimidine), S(=O)(Cl)Cl (thionyl chloride), product. Yields the product NC=1C=2C(N=CN1)=NSN2 (7-Amino[1,2,5]thiadiazolo[3,4-d]pyrimidine). RXN SMILES: [NH2:1][C:2]1[C:7]([NH2:8])=[C:6]([NH2:9])[N:5]=[CH:4][N:3]=1.[S:10](Cl)(Cl)=O>C(Cl)(Cl)Cl.CO>[NH2:9][C:6]1[C:7]2[C:2](=[N:1][S:10][N:8]=2)[N:3]=[CH:4][N:5]=1 |f:2.3|. Solvent: C(Cl)(Cl)Cl.CO (chloroform methanol). Procedure: A flask was charged with 19.78 g. (0.15 mole) of 4,5,6-triaminopyrimidine and 163.0 g. (137 mole) of thionyl chloride and the mixture stirred at reflux for 18 hours. The dark orange reaction mixture was evaporated to dryness on the rotary evaporator and to the residue was added 500 ml. water and 40 ml. methanol. The resulting solution was adjusted to a pH of 7.5-8.0 with saturated sodium bicarbonate solution and heated to reflux. The hot mixture was filtered and the filtrate cooled to 0°-5° C. i... Reactants: Cl.N1C=NC(=C1)CN1C[C@H](N(CC2=C1C=CC(=C2)C#N)S(=O)(=O)C)CC2=CC=CC=C2 ((R)-2,3,4,5-Tetrahydro-1-(1H-imidazol-4-ylmethyl)-4-(methylsulfonyl)-3-(phenylmethyl)-1H-1,4-benzodiazepine-7-carbonitrile, monohydrochloride), D-pyridylalanine, Cl.BrC=1C=CC2=C(CN(CCN2CC=2N=CNC2)C(=O)C2=CC=CC3=CC=CC=C23)C1 (7-Bromo-2,3,4,5-tetrahydro-1-(1H-imidazol-4-ylmethyl)-4-(1-naphthalenylcarbonyl)-1H-1,4-benzodiazepine, hydrochloride), Cl.BrC=1C=CC2=C(CN(CCN2CC=2N=CNC2)C(=O)C2=CC=CC3=CC=CC=C23)C1 (7-Bromo-2,3,4,5-tetrahydro-1-(1H-imidazol-4-ylmethyl)-4-(1-naphthalenylcarbonyl)-1H-1,4-benzodiazepine, hydrochloride), Cl.N1C=NC(=C1)CN1C[C@H](N(CC2=C1C=CC(=C2)C#N)S(=O)(=O)C)CC2=CC=CC=C2 ((R)-2,3,4,5-Tetrahydro-1-(1H-imidazol-4-ylmethyl)-4-(methylsulfonyl)-3-(phenylmethyl)-1H-1,4-benzodiazepine-7-carbonitrile, monohydrochloride), Compound C. The product is Cl.Cl.N1C=NC(=C1)CN1C[C@H](N(CC2=C1C=CC(=C2)C2=CC=CC=C2)S(=O)(=O)C)CC=2C=NC=CC2 ((R)-2,3,4,5-Tetrahydro-1-(1H-imidazol-4-ylmethyl)-4-(methylsulfonyl)-7-phenyl-3-(3-pyridinylmethyl)-1H-1,4-benzodiazepine, dihydrochloride). As a reaction SMILES: [ClH:1].Br[C:3]1[CH:4]=[CH:5][C:6]2[N:12]([CH2:13][C:14]3[N:15]=[CH:16][NH:17][CH:18]=3)CC[N:9]([C:19](C3C4C(=CC=CC=4)C=CC=3)=O)[CH2:8][C:7]=2[CH:31]=1.Cl.N1C=C(CN2[C:45]3[CH:46]=[CH:47][C:48]([C:50]#N)=[CH:49][C:44]=3[CH2:43][N:42]([S:52]([CH3:55])(=[O:54])=[O:53])[C@H](CC3C=CC=CC=3)C2)N=C1>>[ClH:1].[ClH:1].[NH:17]1[CH:18]=[C:14]([CH2:13][N:12]2[C:45]3[CH:46]=[CH:47][C:48]([C:50]4[CH:5]=[CH:4][CH:3]=[CH:31][CH:7]=4)=[CH:49][C:44]=3[CH2:43][N:42]([S:52]([CH3:55])(=[O:53])=[O:54])[C@H:5]([CH2:4][C:3]3[CH:19]=[N:9][CH:8]=[CH:7][CH:31]=3)[CH2:6]2)[N:15]=[CH:16]1 |f:0.1,2.3,4.5.6|. Procedure details: Example 273 was prepared as a light yellow solid from D-pyridylalanine and Compound B of Example 226 using the following sequence: Compound C of Example 226; Compound D of Example 226; Compound B of Example 264; Compound C of Example 264.